This data is from the Open Reaction Database (ORD), a public repository of structured organic reaction records. The task is: describe an organic reaction: reactants, conditions, products, and yield The reactants are C1(=CC=CC=C1)S(=O)(=O)N(S(=O)(=O)C1=CC=CC=C1)C1=C(C(=NO1)C(C)(C)C)Br (N-Benzenesulfonyl-N-(4-bromo-3-tert-butyl-5-isoxazolyl)benzenesulfonamide), [OH-].[Na+] (Sodium hydroxide). Solvent: CO (methanol), CO (methanol). Conditions: temperature 45 celsius, time 20 minute. Yields the product BrC=1C(=NOC1NS(=O)(=O)C1=CC=CC=C1)C(C)(C)C (N-(4-bromo-3-tert-butyl-5-isoxazolyl)benzenesulfonamide). The yield is 94.0%. Reaction SMILES: [C:1]1([S:7]([N:10]([C:20]2[O:24][N:23]=[C:22]([C:25]([CH3:28])([CH3:27])[CH3:26])[C:21]=2[Br:29])S(C2C=CC=CC=2)(=O)=O)(=[O:9])=[O:8])[CH:6]=[CH:5][CH:4]=[CH:3][CH:2]=1.[OH-].[Na+]>CO>[Br:29][C:21]1[C:22]([C:25]([CH3:28])([CH3:27])[CH3:26])=[N:23][O:24][C:20]=1[NH:10][S:7]([C:1]1[CH:6]=[CH:5][CH:4]=[CH:3][CH:2]=1)(=[O:9])=[O:8] |f:1.2|. Reported procedure: N-Benzenesulfonyl-N-(4-bromo-3-tert-butyl-5-isoxazolyl)benzenesulfonamide (80 mg, 0.16 mmol) was dissolved in methanol (2 ml). Sodium hydroxide (0.120 g, 3.0 mmol) in methanol was added and the solution was stirred at 45° C. for 20 min. Methanol was removed under reduced pressure. The residue was dissolved in water, cooled to 0° C. and acidified to pH 3-4 with concentrated hydrochloric acid and extracted with ethyl acetate. The extract was dried over anhydrous magnesium sulfate and concentrated ...